This data is from the Open Reaction Database (ORD), a public repository of structured organic reaction records. The task is: describe an organic reaction: reactants, conditions, products, and yield Reactants: N(CC(=O)N1[C@H](C(=O)N[C@@H](CCCNC(N)=N)C(=O)NC2=CC=C([N+](=O)[O-])C=C2)CCC1)S(=O)(=O)C1=CC=C(C)C=C1 (Tos-Gly-ProArg-pNA), C(C)(=O)[O-].[Ca+2].C(C)(=O)[O-] (calcium acetate). Reported procedure: After precisely 4 minutes, 150 μl. of starting reagent, consisting of 1.1 mmole/litre Chromozym® TH (Tos-Gly-ProArg-pNA) and 100 mmole/litre calcium acetate, are added thereto and at 405 nm there is determined in a photometer the time until a definite amount of substrate is reacted by newly formed thrombin to give Tos-Gly-Pro-Arg and p-nitroaniline (pNA). The amount of reacted substrate, which is measured, is defined by a threshold extinction value (for example ΔE=0.2). RXN SMILES: [NH:1]([S:33]([C:36]1[CH:42]=[CH:41][C:39]([CH3:40])=[CH:38][CH:37]=1)(=[O:35])=[O:34])[CH2:2][C:3]([N:5]1[CH2:32][CH2:31][CH2:30][C@H:6]1[C:7]([NH:9][C@H:10]([C:18]([NH:20][C:21]1[CH:29]=[CH:28][C:24]([N+:25]([O-:27])=[O:26])=[CH:23][CH:22]=1)=[O:19])[CH2:11][CH2:12][CH2:13][NH:14][C:15](=[NH:17])[NH2:16])=[O:8])=[O:4].C([O-])(=[O:45])C.[Ca+2].C([O-])(=O)C>>[NH:1]([S:33]([C:36]1[CH:37]=[CH:38][C:39]([CH3:40])=[CH:41][CH:42]=1)(=[O:35])=[O:34])[CH2:2][C:3]([N:5]1[CH2:32][CH2:31][CH2:30][C@H:6]1[C:7]([NH:9][C@H:10]([C:18]([OH:45])=[O:19])[CH2:11][CH2:12][CH2:13][NH:14][C:15](=[NH:17])[NH2:16])=[O:8])=[O:4].[N+:25]([C:24]1[CH:28]=[CH:29][C:21]([NH2:20])=[CH:22][CH:23]=1)([O-:27])=[O:26] |f:1.2.3|. The product is N(CC(=O)N1[C@H](C(=O)N[C@@H](CCCNC(N)=N)C(=O)O)CCC1)S(=O)(=O)C1=CC=C(C)C=C1 (Tos-Gly-Pro-Arg), [N+](=O)([O-])C1=CC=C(N)C=C1 (p-nitroaniline). Run at time 4 minute. The reactants are COC=1C=C(C=CC1O)C[C@H]2COC(=O)[C@@H]2CC=3C=CC(=C(C3)OC)O (Matairesinol), C(CCCCCCCCCCCCCCCCC)(=O)OC(CCCCCCCCCCCCCCCCC)=O (stearic acid anhydride). The solvent is N1=CC=CC=C1 (pyridine). Reaction conditions: temperature 65 celsius, time 24 hour. Product: COC=1C=C(C=CC1O)C[C@H]2COC(=O)[C@@H]2CC=3C=CC(=C(C3)OC)O.C(CCCCCCCCCCCCCCCCC)(=O)[O-] (matairesinol stearate). Reaction SMILES: [CH3:1][O:2][C:3]1[CH:4]=[C:5]([CH2:10][C@@H:11]2[C@@H:16]([CH2:17][C:18]3[CH:19]=[CH:20][C:21]([OH:26])=[C:22]([O:24][CH3:25])[CH:23]=3)[C:14](=[O:15])[O:13][CH2:12]2)[CH:6]=[CH:7][C:8]=1[OH:9].[C:27]([O:46]C(=O)CCCCCCCCCCCCCCCCC)(=[O:45])[CH2:28][CH2:29][CH2:30][CH2:31][CH2:32][CH2:33][CH2:34][CH2:35][CH2:36][CH2:37][CH2:38][CH2:39][CH2:40][CH2:41][CH2:42][CH2:43][CH3:44]>N1C=CC=CC=1>[CH3:1][O:2][C:3]1[CH:4]=[C:5]([CH2:10][C@@H:11]2[C@@H:16]([CH2:17][C:18]3[CH:19]=[CH:20][C:21]([OH:26])=[C:22]([O:24][CH3:25])[CH:23]=3)[C:14](=[O:15])[O:13][CH2:12]2)[CH:6]=[CH:7][C:8]=1[OH:9].[C:27]([O-:46])(=[O:45])[CH2:28][CH2:29][CH2:30][CH2:31][CH2:32][CH2:33][CH2:34][CH2:35][CH2:36][CH2:37][CH2:38][CH2:39][CH2:40][CH2:41][CH2:42][CH2:43][CH3:44] |f:3.4|. Procedure: Matairesinol (500 mg, 1.4 mmol) was dissolved in 25 ml pyridine. To the solution stearic acid anhydride (3.1 g, 5.6 mmol) was added in small portions. The temperature was raised to 65° C. and the mixture was stirred for 24 h. The solvent was removed under reduced pressure and the residue dissolved in dichloromethane. Unreacted stearic anhydride and stearic acid precipitated from the dichloromethane solution and were filtered off. The solvent was then removed and the residue was washed with n-hex...